This data is from the Open Reaction Database (ORD), a public repository of structured organic reaction records. The task is: describe an organic reaction: reactants, conditions, products, and yield Yield: 68.4%. RXN SMILES: [CH:1](=O)[CH2:2][CH2:3][CH2:4][CH3:5].[C:7]([O:11][C:12]([CH:14]=P(C1C=CC=CC=1)(C1C=CC=CC=1)C1C=CC=CC=1)=[O:13])([CH3:10])([CH3:9])[CH3:8]>C1COCC1>[C:12]([O:11][C:7]([CH3:8])([CH3:9])[CH3:10])(=[O:13])/[CH:14]=[CH:1]/[CH2:2][CH2:3][CH2:4][CH3:5]. Run in C1CCOC1 (THF). Reported procedure: To a solution of valeraldehyde (5.81 g) in THF (100 mL) was added tert-butoxycarbonylmethylenetriphenylphosphorane (25.4 g) and the reaction mixture stirred for 16 h at rt. The solvents were evaporated, the residue slurried in diethyl ether and filtered. The filtrate was evaporated and the residue purified by chromatography eluting with 3% EtOAc in isohexane to give the subtitle compound 8.5 g. Product: C(\C=C\CCCC)(=O)OC(C)(C)C ((E)-tert-Butyl hept-2-enoate). Conditions: time 16 hour. Reactants: C(CCCC)=O (valeraldehyde), C(C)(C)(C)OC(=O)C=P(C1=CC=CC=C1)(C1=CC=CC=C1)C1=CC=CC=C1 (tert-butoxycarbonylmethylenetriphenylphosphorane). Reactants: CNCCO (2-(methylamino)ethanol), C=O (paraformaldehyde), COC1=C(C=C2C=CN(C2=C1)S(=O)(=O)C1=CC=CC=C1)O (6-methoxy-1-(phenylsulfonyl)-1H-indol-5-ol), COC1=C(C=C2C=CN(C2=C1)S(=O)(=O)C1=CC=CC=C1)O (6-methoxy-1-(phenylsulfonyl)-1H-indol-5-ol). Solvent: CCO (EtOH), C(C)O (ethanol). Reaction conditions: temperature 65 celsius, time 2 hour. Product: OCCN(C)CC1=C2C=CN(C2=CC(=C1O)OC)S(=O)(=O)C1=CC=CC=C1 (4-{[(2-Hydroxyethyl)(methyl)amino]methyl}-6-methoxy-1-(phenylsulfonyl)-1H-indol-5-ol). The yield is 41.0%. Reaction SMILES: [CH3:1][NH:2][CH2:3][CH2:4][OH:5].[CH2:6]=O.[CH3:8][O:9][C:10]1[CH:18]=[C:17]2[C:13]([CH:14]=[CH:15][N:16]2[S:19]([C:22]2[CH:27]=[CH:26][CH:25]=[CH:24][CH:23]=2)(=[O:21])=[O:20])=[CH:12][C:11]=1[OH:28]>CCO>[OH:5][CH2:4][CH2:3][N:2]([CH2:6][C:12]1[C:11]([OH:28])=[C:10]([O:9][CH3:8])[CH:18]=[C:17]2[C:13]=1[CH:14]=[CH:15][N:16]2[S:19]([C:22]1[CH:27]=[CH:26][CH:25]=[CH:24][CH:23]=1)(=[O:21])=[O:20])[CH3:1]. Reported procedure: To 2-(methylamino)ethanol (0.37 g, 4.9 mmol) and paraformaldehyde (0.15 g, 4.9 mmol) was ethanol (5 mL) added. The reaction mixture was heated at 65° C. for 5 minutes and a clear solution was formed. 6-methoxy-1-(phenylsulfonyl)-1H-indol-5-ol (Intermediate 15, 0.75 g, 2.5 mmol) in EtOH (10 mL) was added in one portion. The mixture was stirred for 2 hours at 70° C. The solvent was removed under reduced pressure and the crude material was dissolved in DCM and was washed with brine. The organic lay... The reactants are BrC=1C=2C3=C(C(NC2C=CC1OC)=O)SC=C3 (9-bromo-8-methoxy-thieno[2,3-c]quinolin-4(5H)-one), C1(CCCC1)C(CNC(OC(C)(C)C)=O)C1=CC=C(C=C1)B1OC(C(O1)(C)C)(C)C (tert-butyl 2-cyclopentyl-2-(4-(4,4,5,5-tetramethyl-1,3,2-dioxaborolan-2-yl)phenyl)ethylcarbamate). Product: C1(CCCC1)C(CNC(OC(C)(C)C)=O)C1=CC=C(C=C1)C=1C=2C3=C(C(NC2C=CC1OC)=O)SC=C3 (tert-Butyl 2-cyclopentyl-2-(4-(8-methoxy-4-oxo-4,5-dihydrothieno[2,3-c]quinolin-9-yl)phenyl)ethylcarbamate). The yield is 19.0%. As a reaction SMILES: Br[C:2]1[C:3]2[C:4]3[CH:17]=[CH:16][S:15][C:5]=3[C:6](=[O:14])[NH:7][C:8]=2[CH:9]=[CH:10][C:11]=1[O:12][CH3:13].[CH:18]1([CH:23]([C:33]2[CH:38]=[CH:37][C:36](B3OC(C)(C)C(C)(C)O3)=[CH:35][CH:34]=2)[CH2:24][NH:25][C:26](=[O:32])[O:27][C:28]([CH3:31])([CH3:30])[CH3:29])[CH2:22][CH2:21][CH2:20][CH2:19]1>>[CH:18]1([CH:23]([C:33]2[CH:38]=[CH:37][C:36]([C:2]3[C:3]4[C:4]5[CH:17]=[CH:16][S:15][C:5]=5[C:6](=[O:14])[NH:7][C:8]=4[CH:9]=[CH:10][C:11]=3[O:12][CH3:13])=[CH:35][CH:34]=2)[CH2:24][NH:25][C:26](=[O:32])[O:27][C:28]([CH3:31])([CH3:30])[CH3:29])[CH2:22][CH2:21][CH2:20][CH2:19]1. Procedure details: Following General Procedure B, 9-bromo-8-methoxy-thieno[2,3-c]quinolin-4(5H)-one) (500 mg, 1.6 mmol) was reacted with tert-butyl 2-cyclopentyl-2-(4-(4,4,5,5-tetramethyl-1,3,2-dioxaborolan-2-yl)phenyl)ethylcarbamate (1.3 g, 3.2 mmol) to afford the desired product (150 mg, 19%) as a yellow solid: ESI MS m/z 519 [C30H34N2O4S+H]+. Reactants: Cl (hydrogen chloride), CC(=O)C1=CC=C(C=C1)Br (4-bromoacetophenone), S(=O)(=O)(C1=CC=C(C)C=C1)C[N+]#[C-] (tosylmethyl isocyanide), CC(C)([O-])C.[K+] (potassium tert-butoxide), C(OC)COC (dimethoxyethane). Run in CO (methanol), C(C)(C)(C)O (tert-butyl alcohol). Conditions: temperature -5 celsius, time 45 minute. The product is Cl.BrC1=CC=C(C=C1)C(CN)C (2-(4-Bromophenyl)propylamine hydrochloride). The yield is 40.0%. Reaction SMILES: CC([C:4]1[CH:9]=[CH:8][C:7]([Br:10])=[CH:6][CH:5]=1)=O.S([CH2:21][N+:22]#[C-])(C1C=CC(C)=CC=1)(=O)=O.CC(C)([O-])C.[K+].[ClH:30].[CH2:31]([CH2:34]OC)OC>C(O)(C)(C)C.CO>[ClH:30].[Br:10][C:7]1[CH:8]=[CH:9][C:4]([CH:31]([CH3:34])[CH2:21][NH2:22])=[CH:5][CH:6]=1 |f:2.3,8.9|. Procedure: To a −15° C. solution of 50.0 g (251.2 mmol) of 4-bromoacetophenone and 49.0 g (251.2 mmol) of tosylmethyl isocyanide in 800 mL of dry dimethoxyethane was added a hot solution of 50.7 g (452.2 mmol) of potassium tert-butoxide in 230 mL of tert-butyl alcohol dropwise at a rate to maintain the temperature below 0° C. The reaction was stirred at −5° C. for 45 min after addition was complete. The cooling bath was removed and the reaction stirred for 2.5 h more. The mixture was concentrated in vacuo ...